This data is from the Open Reaction Database (ORD), a public repository of structured organic reaction records. The task is: describe an organic reaction: reactants, conditions, products, and yield The reactants are FC1=CC=C(CN2C[C@H](N(C[C@@H]2C)C(CO)=O)C)C=C1 (1-[4-(4-fluoro-benzyl)-(2R,5S)-2,5-dimethyl-piperazin-1-yl]-2-hydroxy-ethanone), [H-].[Na+] (sodium hydride), ClC1=NC=C(C=C1C=O)Cl (2,5-dichloro-pyridine-3-carbaldehyde). Solvent: C1(=CC=CC=C1)C (toluene), C1(=CC=CC=C1)C (toluene). Reaction conditions: temperature 0 celsius, time 30 minute. The product is ClC=1C=C(C(=NC1)OCC(=O)N1[C@@H](CN([C@H](C1)C)CC1=CC=C(C=C1)F)C)C=O (5-Chloro-2-{2-[4-(4-fluoro-benzyl)-(2R,5S)-2,5-dimethyl-piperazin-1-yl]-2-oxo-ethoxy}-pyridine-3-carbaldehyde). Isolated yield 67.1%. RXN SMILES: [H-].[Na+].[F:3][C:4]1[CH:22]=[CH:21][C:7]([CH2:8][N:9]2[C@@H:14]([CH3:15])[CH2:13][N:12]([C:16](=[O:19])[CH2:17][OH:18])[C@H:11]([CH3:20])[CH2:10]2)=[CH:6][CH:5]=1.Cl[C:24]1[C:29]([CH:30]=[O:31])=[CH:28][C:27]([Cl:32])=[CH:26][N:25]=1>C1(C)C=CC=CC=1>[Cl:32][C:27]1[CH:28]=[C:29]([CH:30]=[O:31])[C:24]([O:18][CH2:17][C:16]([N:12]2[CH2:13][C@H:14]([CH3:15])[N:9]([CH2:8][C:7]3[CH:6]=[CH:5][C:4]([F:3])=[CH:22][CH:21]=3)[CH2:10][C@H:11]2[CH3:20])=[O:19])=[N:25][CH:26]=1 |f:0.1|. Procedure: To a 0° C. suspension of sodium hydride (60% dispersion in mineral oil, 0.031 g, 0.78 mmol) in toluene (3 mL) was added 1-[4-(4-fluoro-benzyl)-(2R,5S)-2,5-dimethyl-piperazin-1-yl]-2-hydroxy-ethanone (0.20 g, 0.71 mmol) in toluene (2 mL). The reaction mixture was stirred at 0° C. for 30 minutes, and then treated with 2,5-dichloro-pyridine-3-carbaldehyde (0.14 g, 0.78 mmol). The resulting mixture was refluxed for 4 hours, cooled to ambient temperature and washed with saturated aqueous sodium hydro... Reactants: C1CCOC1, O=C1COc2ccc(Cl)cc2N1. Yields the product Clc1ccc2c(c1)NCCO2. RXN SMILES: [CH2:13]1[O:14][CH2:15][CH2:16][CH2:17]1.[Cl:1][c:2]1[cH:3][cH:4][c:5]2[c:6]([cH:12]1)[NH:7][C:8](=[O:11])[CH2:9][O:10]2>>[Cl:1][c:2]1[cH:3][cH:4][c:5]2[c:6]([cH:12]1)[NH:7][CH2:8][CH2:9][O:10]2. Reactants: N1=NC(=CC=C1)C=1C(NC(N(C1)CCCN1C[C@]2(C[C@H]2C1)C1=CC=C(C=C1)C(F)(F)F)=O)=O (5-(3-pyridazinyl)-1-(3-{(1S,5R)-1-[4-(trifluoromethyl)phenyl]-3-azabicyclo[3.1.0]hex-3-yl}propyl)-2,4(1H,3H)-pyrimidinedione), Cl (HCl). Run in O1CCOCC1 (dioxane), O1CCOCC1 (dioxane). Product: Cl.N1=NC(=CC=C1)C=1C(NC(N(C1)CCCN1C[C@]2(C[C@H]2C1)C1=CC=C(C=C1)C(F)(F)F)=O)=O (5-(3-pyridazinyl)-1-(3-{(1S,5R)-1-[4-(trifluoromethyl)phenyl]-3-azabicyclo[3.1.0]hex-3-yl}propyl)-2,4(1H,3H)-pyrimidinedione hydrochloride). RXN SMILES: [N:1]1[CH:6]=[CH:5][CH:4]=[C:3]([C:7]2[C:8](=[O:33])[NH:9][C:10](=[O:32])[N:11]([CH2:13][CH2:14][CH2:15][N:16]3[CH2:21][C@H:20]4[C@:18]([C:22]5[CH:27]=[CH:26][C:25]([C:28]([F:31])([F:30])[F:29])=[CH:24][CH:23]=5)([CH2:19]4)[CH2:17]3)[CH:12]=2)[N:2]=1.[ClH:34]>O1CCOCC1>[ClH:34].[N:1]1[CH:6]=[CH:5][CH:4]=[C:3]([C:7]2[C:8](=[O:33])[NH:9][C:10](=[O:32])[N:11]([CH2:13][CH2:14][CH2:15][N:16]3[CH2:21][C@H:20]4[C@:18]([C:22]5[CH:27]=[CH:26][C:25]([C:28]([F:31])([F:29])[F:30])=[CH:24][CH:23]=5)([CH2:19]4)[CH2:17]3)[CH:12]=2)[N:2]=1 |f:3.4|. Procedure details: 5-(3-pyridazinyl)-1-(3-{(1S,5R)-1-[4-(trifluoromethyl)phenyl]-3-azabicyclo[3.1.0]hex-3-yl}propyl)-2,4(1H,3H)-pyrimidinedione was dissolved in dioxane and then treated with a solution of 4N HCl in dioxane (500 μl) to give the title compound as a pale yellow solid. (15 mg, 7%) The reactants are COCCOC=1C=C(C=C(C1)C(F)(F)F)C1=C(C(=NN1C1OCCCC1)C)CO ((R/S) (5-(3-(2-methoxyethoxy)-5-(trifluoromethyl)phenyl)-3-methyl-1-(tetrahydro-2H-pyran-2-yl)-1H-pyrazol-4-yl)methanol). Reagents/catalysts: O=[Mn]=O (MnO2). Solvent: ClCCl (dichloromethane). Reaction conditions: temperature 40 celsius, time 3 hour. The product is COCCOC=1C=C(C=C(C1)C(F)(F)F)C1=C(C(=NN1C1OCCCC1)C)C=O ((R/S) 5-(3-(2-methoxyethoxy)-5-(trifluoromethyl)phenyl)-3-methyl-1-(tetrahydro-2H-pyran-2-yl)-1H-pyrazole-4-carbaldehyde). Isolated yield 94.5%. Reaction SMILES: [CH3:1][O:2][CH2:3][CH2:4][O:5][C:6]1[CH:7]=[C:8]([C:16]2[N:20]([CH:21]3[CH2:26][CH2:25][CH2:24][CH2:23][O:22]3)[N:19]=[C:18]([CH3:27])[C:17]=2[CH2:28][OH:29])[CH:9]=[C:10]([C:12]([F:15])([F:14])[F:13])[CH:11]=1>ClCCl.O=[Mn]=O>[CH3:1][O:2][CH2:3][CH2:4][O:5][C:6]1[CH:7]=[C:8]([C:16]2[N:20]([CH:21]3[CH2:26][CH2:25][CH2:24][CH2:23][O:22]3)[N:19]=[C:18]([CH3:27])[C:17]=2[CH:28]=[O:29])[CH:9]=[C:10]([C:12]([F:13])([F:15])[F:14])[CH:11]=1. Procedure: A mixture of (R/S) (5-(3-(2-methoxyethoxy)-5-(trifluoromethyl)phenyl)-3-methyl-1-(tetrahydro-2H-pyran-2-yl)-1H-pyrazol-4-yl)methanol (320 mg, 0.77 mmol, 1.00 equiv) and MnO2 (672 mg, 7.73 mmol, 10.01 equiv) in dichloromethane (40 mL) was stirred at 40° C. for 3 h. The reaction mixture of cooled to room temperature and the solid material was removed by filtration. The filtrate was concentrated under vacuum to give 300 mg (94%) of (R/S) 5-(3-(2-methoxyethoxy)-5-(trifluoromethyl)phenyl)-3-methyl-1-...